Task: describe an organic reaction: reactants, conditions, products, and yield. Dataset: the Open Reaction Database (ORD), a public repository of structured organic reaction records Starting materials: IC1CCCCC1 (iodocyclohexane), CCN(C(C)C)C(C)C (DIPEA), IC1CCCCC1 (Iodocyclohexane), solution, C(CCC)OC1=NC(=C2N=C(N(C2=N1)CC1CCNCC1)OC)N (2-(butyloxy)-8-(methyloxy)-9-(4-piperidinylmethyl)-9H-purin-6-amine), CCN(C(C)C)C(C)C (DIPEA), C([O-])([O-])=O.[K+].[K+] (potassium carbonate). Solvent: CN(C)C=O (DMF), CS(=O)C (DMSO). Run at temperature 50 celsius, time 18 hour. Product: NC1=C2NC(N(C2=NC(=N1)OCCCC)CC1CCN(CC1)C1CCCCC1)=O (6-Amino-2-(butyloxy)-9-[(1-cyclohexyl-4-piperidinyl)methyl]-7,9-dihydro-8H-purin-8-one). Yield: 4.7%. As a reaction SMILES: I[CH:2]1[CH2:7][CH2:6][CH2:5][CH2:4][CH2:3]1.[CH2:8]([O:12][C:13]1[N:21]=[C:20]2[C:16]([N:17]=[C:18]([O:29]C)[N:19]2[CH2:22][CH:23]2[CH2:28][CH2:27][NH:26][CH2:25][CH2:24]2)=[C:15]([NH2:31])[N:14]=1)[CH2:9][CH2:10][CH3:11].CCN(C(C)C)C(C)C.C(=O)([O-])[O-].[K+].[K+]>CN(C=O)C.CS(C)=O>[NH2:31][C:15]1[N:14]=[C:13]([O:12][CH2:8][CH2:9][CH2:10][CH3:11])[N:21]=[C:20]2[C:16]=1[NH:17][C:18](=[O:29])[N:19]2[CH2:22][CH:23]1[CH2:24][CH2:25][N:26]([CH:2]2[CH2:7][CH2:6][CH2:5][CH2:4][CH2:3]2)[CH2:27][CH2:28]1 |f:3.4.5|. Procedure: Iodocyclohexane (0.1 mmol) was weighed into a tube and an aliquot (0.4 ml, 0.12 mmol) of a solution of 2-(butyloxy)-8-(methyloxy)-9-(4-piperidinylmethyl)-9H-purin-6-amine (0.402 g mg, 1.2 mmol) suspended in DMF (4.8 ml) was added to each tube. DIPEA (40 μl, 0.229 mmol) and potassium carbonate (46 mg) was added to each tube, the tube was heated at 50° C. for 18 hours. An additional portion of iodocyclohexane (15 μl) and DIPEA (40 μl) was added and heating continued for a further 18 hours. DMSO (2... Reactants: COc1ccc(CC(Br)C(N)=O)cc1C(=O)NCc1ccc(C(F)(F)F)cc1, CC([O-])=S, CCOC(C)=O, CCCCCC, [K+], C1CCOC1. The product is COc1ccc(CC(SC(C)=O)C(N)=O)cc1C(=O)NCc1ccc(C(F)(F)F)cc1. RXN SMILES: [Br:1][CH:2]([CH2:3][c:4]1[cH:5][cH:6][c:7]([O:24][CH3:25])[c:8]([C:9](=[O:10])[NH:11][CH2:12][c:13]2[cH:14][cH:15][c:16]([C:19]([F:20])([F:21])[F:22])[cH:17][cH:18]2)[cH:23]1)[C:26]([NH2:27])=[O:28].[C:34]([CH3:35])(=[S:36])[O-:37].[C:39]([O:40][CH2:41][CH3:42])(=[O:43])[CH3:44].[CH3:45][CH2:46][CH2:47][CH2:48][CH2:49][CH3:50].[K+:38].[O:29]1[CH2:30][CH2:31][CH2:32][CH2:33]1>>[CH:2]([CH2:3][c:4]1[cH:5][cH:6][c:7]([O:24][CH3:25])[c:8]([C:9](=[O:10])[NH:11][CH2:12][c:13]2[cH:14][cH:15][c:16]([C:19]([F:20])([F:21])[F:22])[cH:17][cH:18]2)[cH:23]1)([C:26]([NH2:27])=[O:28])[S:36][C:34]([CH3:35])=[O:37]. The reactants are C(C)(=O)NC1(CCN(CC1)C(CC(CN)C1=CC(=C(C=C1)Cl)Cl)CC1=CC(=CC(=C1)C(F)(F)F)C(F)(F)F)C1=CC=CC=C1 (4-(4-acetamido-4-phenylpiperidino)-2-(3,4-dichlorophenyl)-N-[3,5-bis(trifluoromethyl)benzyl]butylamine), C(C1=CC=CC=C1)=O (benzaldehyde), ClC=1C=C(C=CC1Cl)CCCCN ((3,4-dichlorophenyl)butylamine), FC(C=1C=C(C=O)C=C(C1)C(F)(F)F)(F)F (3,5-bis-(trifluoromethyl)benzaldehyde). Yields the product C(C)(=O)NC1(CCN(CC1)C(CC(CNCC1=CC=CC=C1)C1=CC(=C(C=C1)Cl)Cl)CC1=CC(=CC(=C1)C(F)(F)F)C(F)(F)F)C1=CC=CC=C1 (4-(4-Acetamido-4-phenylpiperidino)-N-benzyl-2-(3,4-dichlorophenyl)-N-[3,5-bis(trifluoromethyl)benzyl]butylamine). Reaction SMILES: Cl[C:2]1[CH:3]=[C:4]([CH2:9]CCCN)[CH:5]=[CH:6][C:7]=1Cl.FC(F)(F)C1C=C(C=C(C(F)(F)F)C=1)C=O.[C:30]([NH:33][C:34]1([C:68]2[CH:73]=[CH:72][CH:71]=[CH:70][CH:69]=2)[CH2:39][CH2:38][N:37]([CH:40]([CH2:53][C:54]2[CH:59]=[C:58]([C:60]([F:63])([F:62])[F:61])[CH:57]=[C:56]([C:64]([F:67])([F:66])[F:65])[CH:55]=2)[CH2:41][CH:42]([C:45]2[CH:50]=[CH:49][C:48]([Cl:51])=[C:47]([Cl:52])[CH:46]=2)[CH2:43][NH2:44])[CH2:36][CH2:35]1)(=[O:32])[CH3:31].C(=O)C1C=CC=CC=1>>[C:30]([NH:33][C:34]1([C:68]2[CH:73]=[CH:72][CH:71]=[CH:70][CH:69]=2)[CH2:35][CH2:36][N:37]([CH:40]([CH2:53][C:54]2[CH:55]=[C:56]([C:64]([F:65])([F:66])[F:67])[CH:57]=[C:58]([C:60]([F:62])([F:61])[F:63])[CH:59]=2)[CH2:41][CH:42]([C:45]2[CH:50]=[CH:49][C:48]([Cl:51])=[C:47]([Cl:52])[CH:46]=2)[CH2:43][NH:44][CH2:9][C:4]2[CH:5]=[CH:6][CH:7]=[CH:2][CH:3]=2)[CH2:38][CH2:39]1)(=[O:32])[CH3:31]. Procedure details: Using a procedure similar to that described in Example 1, except replacing the (3,4-dichlorophenyl)butylamine and the 3,5-bis-(trifluoromethyl)benzaldehyde used therein with 4-(4-acetamido-4-phenylpiperidino)-2-(3,4-dichlorophenyl)-N-[3,5-bis(trifluoromethyl)benzyl]butylamine and benzaldehyde, respectively, the title compound was prepared; mp 65°-67° C.; NMR: 7.85 (s,1), 7.75 (s,1), 7.65 (s,1), 7.45 (s,1), 7.40-6.95 (broad m,10), 3.85 (d,1, J=15.9), 3.65 (d,1 J=13.6) 3.56 (d,1, J=15.9), 3.42 (d,... Reactants: [BH3-]C#N, CO, Nc1n[nH]c2ccc(C(F)(F)F)cc12, [Na+], O=CC(=O)O. Product: O=C(O)CNc1n[nH]c2ccc(C(F)(F)F)cc12. Reaction SMILES: [C:20]([BH3-:21])#[N:22].[CH3:24][OH:25].[F:1][C:2]([c:3]1[cH:4][c:5]2[c:6]([NH2:12])[n:7][nH:8][c:9]2[cH:10][cH:11]1)([F:13])[F:14].[Na+:23].[O:15]=[CH:16][C:17](=[O:18])[OH:19]>>[F:1][C:2]([c:3]1[cH:4][c:5]2[c:6]([NH:12][CH2:16][C:17](=[O:18])[OH:19])[n:7][nH:8][c:9]2[cH:10][cH:11]1)([F:13])[F:14]. Starting materials: peroxide, [K] (potassium), C(C=C)Cl (allyl chloride), [K] (potassium), COCCOCCO (diethylene glycol monomethyl ether), OH. Solvent: O (water). Reaction conditions: temperature 10 celsius, time 8 hour. Product: COCCOCCOCC=C (diethylene glycol allyl methyl ether). Reaction SMILES: [K].[CH3:2][O:3][CH2:4][CH2:5][O:6][CH2:7][CH2:8][OH:9].[CH2:10](Cl)[CH:11]=[CH2:12]>O>[CH3:2][O:3][CH2:4][CH2:5][O:6][CH2:7][CH2:8][O:9][CH2:12][CH:11]=[CH2:10] |^1:0|. Procedure details: 1,700 mls of dried peroxide free tetrahydrofuran, available from Fisher Scientific Company, 15 Jet View Drive, P.O. Box 8740, Rochester, NY 14624 and 158.7 g potassium metal, available from Fisher Scientific, are charged under dry nitrogen into a 5,000 ml three-neck round bottom flask equipped with mechanical stirrer. The solution is chilled to 10° C., using an icewater bath and 494 ml of diethylene glycol monomethyl ether, available from Chemical Samples Company, 4692 Kenny Road, Columbus, OH 4... Reactants: CCOCC, COc1cc(OCc2sc(-c3ccc(C(F)(F)F)cc3)nc2CN2CCSCC2)ccc1-c1noc(=O)[nH]1, CO, Cl. Product: COc1cc(OCc2sc(-c3ccc(C(F)(F)F)cc3)nc2CN2CCS(=O)CC2)ccc1-c1noc(=O)[nH]1. RXN SMILES: [CH2:42]([O:43][CH2:44][CH3:45])[CH3:46].[CH3:1][O:2][c:3]1[c:4](-[c:33]2[n:34][o:35][c:36](=[O:38])[nH:37]2)[cH:5][cH:6][c:7]([O:9][CH2:10][c:11]2[c:12]([CH2:26][N:27]3[CH2:28][CH2:29][S:30][CH2:31][CH2:32]3)[n:13][c:14](-[c:16]3[cH:17][cH:18][c:19]([C:22]([F:23])([F:24])[F:25])[cH:20][cH:21]3)[s:15]2)[cH:8]1.[CH3:40][OH:41].[ClH:39]>>[CH3:1][O:2][c:3]1[c:4](-[c:33]2[n:34][o:35][c:36](=[O:38])[nH:37]2)[cH:5][cH:6][c:7]([O:9][CH2:10][c:11]2[c:12]([CH2:26][N:27]3[CH2:28][CH2:29][S:30](=[O:41])[CH2:31][CH2:32]3)[n:13][c:14](-[c:16]3[cH:17][cH:18][c:19]([C:22]([F:23])([F:24])[F:25])[cH:20][cH:21]3)[s:15]2)[cH:8]1.